Dataset: the Open Reaction Database (ORD), a public repository of structured organic reaction records. Task: describe an organic reaction: reactants, conditions, products, and yield Starting materials: NC=1C=C(C=CC1)C1=NN2C(C=CC=C2)=C1C1=NC(=NC=C1)NC1=CC=CC=C1 (4-[2-(3-Aminophenyl)pyrazolo[1,5-a]pyridin-3-yl]-N-phenyl-2-pyrimidinamine), FC1=C(C=C(C=C1)F)CC(=O)O ((2,5-difluorophenyl)acetic acid). Product: FC1=C(C=C(C=C1)F)CC(=O)NC1=CC(=CC=C1)C1=NN2C(C=CC=C2)=C1C1=NC(=NC=C1)NC1=CC=CC=C1 (2-(2,5-Difluorophenyl)-N-(3-{3-[2-(phenylamino)-4-pyrimidinyl]pyrazolo[1,5-a]pyridin-2-yl}phenyl)acetamide). RXN SMILES: [NH2:1][C:2]1[CH:3]=[C:4]([C:8]2[C:16]([C:17]3[CH:22]=[CH:21][N:20]=[C:19]([NH:23][C:24]4[CH:29]=[CH:28][CH:27]=[CH:26][CH:25]=4)[N:18]=3)=[C:11]3[CH:12]=[CH:13][CH:14]=[CH:15][N:10]3[N:9]=2)[CH:5]=[CH:6][CH:7]=1.[F:30][C:31]1[CH:36]=[CH:35][C:34]([F:37])=[CH:33][C:32]=1[CH2:38][C:39](O)=[O:40]>>[F:30][C:31]1[CH:36]=[CH:35][C:34]([F:37])=[CH:33][C:32]=1[CH2:38][C:39]([NH:1][C:2]1[CH:7]=[CH:6][CH:5]=[C:4]([C:8]2[C:16]([C:17]3[CH:22]=[CH:21][N:20]=[C:19]([NH:23][C:24]4[CH:29]=[CH:28][CH:27]=[CH:26][CH:25]=4)[N:18]=3)=[C:11]3[CH:12]=[CH:13][CH:14]=[CH:15][N:10]3[N:9]=2)[CH:3]=1)=[O:40]. Procedure: The title compound was synthesized from 4-[2-(3-aminophenyl)pyrazolo[1,5-a]pyridin-3-yl]-N-phenyl-2-pyrimidine (see Example 3, Step H) and (2,5-difluorophenyl)acetic acid using the coupling conditions described in Example 5. 1H NMR (400 MHz, DMSO-d6): δ 3.76 (s, 2H), 6.53 (d, 1H, J=5.3 Hz), 6.94 (m, 1H), 7.10-7.27 (m, 7H), 7.41-7.48 (m, 2H), 7.69-7.76 (m, 3H), 7.89 (m, 1H), 8.27 (d, 1H, J=5.3 Hz), 8.48 (m, 1H), 8.83 (m, 1H), 9.56 (s, 1H), 10.39 (s, 1H). ES-LC/MS m/z=533 [M+H]+. Reactants: C(C1=CC=CC=C1)OC(=O)C1C2CCC(C1C(=O)O)O2 (7-oxa-bicyclo[2.2.1]heptane-2,3-dicarboxylic acid monobenzyl ester), N1(CCNCC1)CCO (piperazine-1-ethanol), C(CCl)Cl (EDC), C=1C=CC2=C(C1)N=NN2O (HOBt), CCN(C(C)C)C(C)C (DIPEA). Solvent: CO.C(Cl)Cl (MeOH CH2Cl2), C(Cl)Cl (CH2Cl2), C(Cl)Cl (CH2Cl2). Product: C(C1=CC=CC=C1)OC(=O)C1C2CCC(C1C(=O)N1CCN(CC1)CCO)O2 (3-[4-(2-hydroxy-ethyl)-piperazine-1-carbonyl]-7-oxa-bicyclo[2.2.1]heptane-2-carboxylic acid benzyl ester). Reaction SMILES: [CH2:1]([O:8][C:9]([CH:11]1[CH:16]([C:17]([OH:19])=O)[CH:15]2[O:20][CH:12]1[CH2:13][CH2:14]2)=[O:10])[C:2]1[CH:7]=[CH:6][CH:5]=[CH:4][CH:3]=1.[N:21]1([CH2:27][CH2:28][OH:29])[CH2:26][CH2:25][NH:24][CH2:23][CH2:22]1.C(Cl)CCl.C1C=CC2N(O)N=NC=2C=1.CCN(C(C)C)C(C)C>C(Cl)Cl.CO.C(Cl)Cl>[CH2:1]([O:8][C:9]([CH:11]1[CH:16]([C:17]([N:24]2[CH2:25][CH2:26][N:21]([CH2:27][CH2:28][OH:29])[CH2:22][CH2:23]2)=[O:19])[CH:15]2[O:20][CH:12]1[CH2:13][CH2:14]2)=[O:10])[C:2]1[CH:3]=[CH:4][CH:5]=[CH:6][CH:7]=1 |f:6.7|. Procedure: To a solution of compound 10 (3.00 g, 11.6 mmol) in CH2Cl2 at 0° C. (60 mL) was added piperazine-1-ethanol (11) (1.82 g, 14.0 mmol), EDC (3.12 g, 16.3 mmol), HOBt (0.20 g) and DIPEA (5.8 mL, 34.9 mmol). The mixture was allowed to warm to RT over 16 h. TLC (5% MeOH/CH2Cl2) showed no starting material. The reaction mixture was diluted with CH2Cl2 (50 mL), washed with water (2×40 mL) and dried. Evaporation of organic layer gave a residue. The residue was triturated with diisopropyl ether (20 mL) to... Reactants: C(C1=CC=CC=C1)OCN1C=NC2=C1C=CC=C2 (1-(benzyloxymethyl)-1H-benzo[d]imidazole), solution, [Li]CCCC (BuLi), C(C)OC=1C=C(C(=C(\C=N\C2=CC=C(C#N)C=C2)C1)F)OC(C)C ((E)-4-(5-ethoxy-2-fluoro-3-isopropoxybenzylideneamino)benzonitrile). Solvent: C1CCOC1 (THF), C1CCOC1 (THF), C1CCOC1 (THF). Conditions: temperature -78 celsius, time 15 minute. Yields the product C(C1=CC=CC=C1)OCN1C(=NC2=C1C=CC=C2)N(C2=CC=C(C#N)C=C2)CC2=C(C(=CC(=C2)OCC)OC(C)C)F (4-((1-(benzyloxymethyl)-1H-benzo[d]imidazol-2-yl)(5-ethoxy-2-fluoro-3-isopropoxyphenyl)methylamino)benzonitrile). Yield: 80.1%. Reaction SMILES: [CH2:1]([O:8][CH2:9][N:10]1[C:14]2[CH:15]=[CH:16][CH:17]=[CH:18][C:13]=2[N:12]=[CH:11]1)[C:2]1[CH:7]=[CH:6][CH:5]=[CH:4][CH:3]=1.[Li]CCCC.[CH2:24]([O:26][C:27]1[CH:28]=[C:29]([O:44][CH:45]([CH3:47])[CH3:46])[C:30]([F:43])=[C:31]([CH:42]=1)/[CH:32]=[N:33]/[C:34]1[CH:41]=[CH:40][C:37]([C:38]#[N:39])=[CH:36][CH:35]=1)[CH3:25]>C1COCC1>[CH2:1]([O:8][CH2:9][N:10]1[C:14]2[CH:15]=[CH:16][CH:17]=[CH:18][C:13]=2[N:12]=[C:11]1[N:33]([CH2:32][C:31]1[CH:42]=[C:27]([O:26][CH2:24][CH3:25])[CH:28]=[C:29]([O:44][CH:45]([CH3:47])[CH3:46])[C:30]=1[F:43])[C:34]1[CH:41]=[CH:40][C:37]([C:38]#[N:39])=[CH:36][CH:35]=1)[C:2]1[CH:3]=[CH:4][CH:5]=[CH:6][CH:7]=1. Procedure details: To a solution of Intermediate 10.1 (50.0 mg, 0.210 mmol) in 2 mL THF at −78° C. was added 1.6 M solution of BuLi in THF (144 μL, 0.231 mmol). The mixture was stirred at −78° C. for 15 min, then a solution of Intermediate 7.3 (69 mg, 0.210 mmol) in 0.6 mL THF was added dropwise. The mixture was stirred at −78° C. for 30 min, was allowed to warm to rt over 1 h, then was quenched with sat. NH4Cl. The mixture was diluted with EtOAc, washed with H2O and brine, dried (Na2SO4) and concentrated. The cru... Reactants: NC=1C=C(C=CC1)N1CCN(CC1)CCCCNS(=O)(=O)C1CCCCC1 (cyclohexanesulfonic acid {4-[4-(3-amino-phenyl)-piperazin-1-yl]-butyl}-amide), C(C)(=O)Cl (acetyl chloride). The solvent is ClCCl (dichloromethane). Product: desired product, C1(CCCCC1)S(=O)(=O)NCCCCN1CCN(CC1)C=1C=C(C=CC1)NC(C)=O (N-{3-[4-(4-Cyclohexanesulfonylamino-butyl)-piperazin-1-yl]-phenyl}-acetamide). RXN SMILES: [NH2:1][C:2]1[CH:3]=[C:4]([N:8]2[CH2:13][CH2:12][N:11]([CH2:14][CH2:15][CH2:16][CH2:17][NH:18][S:19]([CH:22]3[CH2:27][CH2:26][CH2:25][CH2:24][CH2:23]3)(=[O:21])=[O:20])[CH2:10][CH2:9]2)[CH:5]=[CH:6][CH:7]=1.[C:28](Cl)(=[O:30])[CH3:29]>ClCCl>[CH:22]1([S:19]([NH:18][CH2:17][CH2:16][CH2:15][CH2:14][N:11]2[CH2:12][CH2:13][N:8]([C:4]3[CH:3]=[C:2]([NH:1][C:28](=[O:30])[CH3:29])[CH:7]=[CH:6][CH:5]=3)[CH2:9][CH2:10]2)(=[O:21])=[O:20])[CH2:27][CH2:26][CH2:25][CH2:24][CH2:23]1. Procedure: Reaction of cyclohexanesulfonic acid {4-[4-(3-amino-phenyl)-piperazin-1-yl]-butyl}-amide and acetyl chloride in dichloromethane as described in Example 3 gave the desired product, N-{3-[4-(4-Cyclohexanesulfonylamino-butyl)-piperazin-1-yl]-phenyl}-acetamide, as a white solid. Starting materials: C(=CCCCCCCCCCCCCCCCCCC)C1C(=O)OC(C1)=O (eicosenyl succinic anhydride), N (ammonia), N (Ammonia). Conditions: temperature 160 celsius. The product is C(=CCCCCCCCCCCCCCCCCCC)C1C(=O)NC(C1)=O (eicosenyl succinimide). Reaction SMILES: [CH:1]([CH:21]1[CH2:26][C:25](=[O:27])O[C:22]1=[O:23])=[CH:2][CH2:3][CH2:4][CH2:5][CH2:6][CH2:7][CH2:8][CH2:9][CH2:10][CH2:11][CH2:12][CH2:13][CH2:14][CH2:15][CH2:16][CH2:17][CH2:18][CH2:19][CH3:20].[NH3:28]>>[CH:1]([CH:21]1[CH2:26][C:25](=[O:27])[NH:28][C:22]1=[O:23])=[CH:2][CH2:3][CH2:4][CH2:5][CH2:6][CH2:7][CH2:8][CH2:9][CH2:10][CH2:11][CH2:12][CH2:13][CH2:14][CH2:15][CH2:16][CH2:17][CH2:18][CH2:19][CH3:20]. Procedure: In another reaction vessel was placed 570 grams of the above isomerized eicosenyl succinic anhydride. This was heated to 160° C. and ammonia injection started. The temperature rose to 175° C. Ammonia injection was continued at 175° C. until the temperature dropped. Then 30" Hg vacuum was slowly applied to distill out water and ammonia. Additional ammonia was injected to be sure no anhydride remained. There was no further reaction so this ammonia was stripped out at 30" Hg vacuum at 170° C. yield... Reaction SMILES: [C:34]([BH3-:35])#[N:36].[CH3:40][OH:41].[Cl:37][CH2:38][Cl:39].[N:1]1([c:7]2[cH:8][cH:9][c:10]([C:11](=[O:12])[O:13][CH2:14][CH3:15])[cH:16][cH:17]2)[CH2:2][CH2:3][NH:4][CH2:5][CH2:6]1.[c:18]1([C:24](=[CH:25][CH:26]=[O:27])[c:28]2[cH:29][cH:30][cH:31][cH:32][cH:33]2)[cH:19][cH:20][cH:21][cH:22][cH:23]1>>[N:1]1([c:7]2[cH:8][cH:9][c:10]([C:11](=[O:12])[O:13][CH2:14][CH3:15])[cH:16][cH:17]2)[CH2:2][CH2:3][N:4]([CH2:26][CH:25]=[C:24]([c:18]2[cH:19][cH:20][cH:21][cH:22][cH:23]2)[c:28]2[cH:29][cH:30][cH:31][cH:32][cH:33]2)[CH2:5][CH2:6]1. The product is CCOC(=O)c1ccc(N2CCN(CC=C(c3ccccc3)c3ccccc3)CC2)cc1. Reactants: [BH3-]C#N, CO, ClCCl, CCOC(=O)c1ccc(N2CCNCC2)cc1, O=CC=C(c1ccccc1)c1ccccc1. The reactants are BrCCCCCCOCCCCCCC1=NC=CC=C1 (2-[6-[(6-Bromohexyl)oxy]hexyl]pyridine), C(C1=CC=CC=C1)N (benzylamine). Conditions: time 1 hour. Yields the product N1=C(C=CC=C1)CCCCCCOCCCCCCNCC1=CC=CC=C1 (N-[6-[[6-(2-Pyridinyl)hexyl]oxy]hexyl]benzenemethanamine). RXN SMILES: Br[CH2:2][CH2:3][CH2:4][CH2:5][CH2:6][CH2:7][O:8][CH2:9][CH2:10][CH2:11][CH2:12][CH2:13][CH2:14][C:15]1[CH:20]=[CH:19][CH:18]=[CH:17][N:16]=1.[CH2:21]([NH2:28])[C:22]1[CH:27]=[CH:26][CH:25]=[CH:24][CH:23]=1>>[N:16]1[CH:17]=[CH:18][CH:19]=[CH:20][C:15]=1[CH2:14][CH2:13][CH2:12][CH2:11][CH2:10][CH2:9][O:8][CH2:7][CH2:6][CH2:5][CH2:4][CH2:3][CH2:2][NH:28][CH2:21][C:22]1[CH:27]=[CH:26][CH:25]=[CH:24][CH:23]=1. Procedure: 2-[6-[(6-Bromohexyl)oxy]hexyl]pyridine (4.99 g) was added dropwise to benzylamine (22 ml) at 140° C. under nitrogen. The solution was stirred at 140° for 1 h and distilled under vacuum to remove benzylamine. The residue was partitioned between ethyl acetate (300 ml) and 8% aqueous sodium bicarbonate (200 ml). The dried organic layer was concentrated and the residual oil was purified by FCC eluting with ethyl acetate-triethylamine (100:1) to give the title compound as a pale yellow oil (4.65 g), ...